Task: describe an organic reaction: reactants, conditions, products, and yield. Dataset: the Open Reaction Database (ORD), a public repository of structured organic reaction records Starting materials: C([O-])([O-])=O.[Cs+].[Cs+] (cesium carbonate), C1(CCCCC1)P(C1=C(C=CC=C1)C1=C(C=C(C=C1C(C)C)C(C)C)C(C)C)C1CCCCC1 (dicyclohexyl(2′,4′,6′-triisopropyl-[1,1′-biphenyl]-2-yl)phosphine), BrC=1C=C2N3C(C(N(N=C3COC2=CC1)COCC[Si](C)(C)C)=O)C (6-bromo-4-methyl-2-(2-trimethylsilanyl-ethoxymethyl)-2,10-dihydro-9-oxa-1,2,4a-triaza-phenanthren-3-one), C(C)(C)(C)OC(=O)N1C[C@@](CC1)(C)N ((S)-3-amino-3-methyl-pyrrolidine-1-carboxylic acid tert-butyl ester). The reagents and catalysts are CC(=O)[O-].CC(=O)[O-].[Pd+2] (Pd(OAc)2). Solvent: C1(=CC=CC=C1)C (toluene). Product: C(C)(C)(C)OC(=O)N1C[C@](CC1)(NC=1C=C2N3C(C(N(N=C3COC2=CC1)COCC[Si](C)(C)C)=O)C)C ((S)-3-methyl-3-[4-methyl-3-oxo-2-(2-trimethylsilanyl-ethoxymethyl)-2,3,4,10-tetrahydro-9-oxa-1,2,4a-triaza-phenanthren-6-ylamino]pyrrolidine-1-carboxylic acid tert-butyl ester). Isolated yield 38.0%. As a reaction SMILES: Br[C:2]1[CH:3]=[C:4]2[C:13](=[CH:14][CH:15]=1)[O:12][CH2:11][C:10]1[N:5]2[CH:6]([CH3:25])[C:7](=[O:24])[N:8]([CH2:16][O:17][CH2:18][CH2:19][Si:20]([CH3:23])([CH3:22])[CH3:21])[N:9]=1.[C:26]([O:30][C:31]([N:33]1[CH2:37][CH2:36][C@@:35]([NH2:39])([CH3:38])[CH2:34]1)=[O:32])([CH3:29])([CH3:28])[CH3:27].C1(P(C2CCCCC2)C2C=CC=CC=2C2C(C(C)C)=CC(C(C)C)=CC=2C(C)C)CCCCC1.C(=O)([O-])[O-].[Cs+].[Cs+]>C1(C)C=CC=CC=1.CC([O-])=O.CC([O-])=O.[Pd+2]>[C:26]([O:30][C:31]([N:33]1[CH2:37][CH2:36][C@:35]([CH3:38])([NH:39][C:2]2[CH:3]=[C:4]3[C:13](=[CH:14][CH:15]=2)[O:12][CH2:11][C:10]2[N:5]3[CH:6]([CH3:25])[C:7](=[O:24])[N:8]([CH2:16][O:17][CH2:18][CH2:19][Si:20]([CH3:23])([CH3:22])[CH3:21])[N:9]=2)[CH2:34]1)=[O:32])([CH3:29])([CH3:27])[CH3:28] |f:3.4.5,7.8.9|. Procedure details: To a solution of 6-bromo-4-methyl-2-(2-trimethylsilanyl-ethoxymethyl)-2,10-dihydro-9-oxa-1,2,4a-triaza-phenanthren-3-one ((Preparation #1, Step E, 2.184 g, 5.12 mmol) and (S)-3-amino-3-methyl-pyrrolidine-1-carboxylic acid tert-butyl ester (0.977 g, 4.88 mmol) in toluene (5 mL) was added Pd(OAc)2 (0.110 g, 0.488 mmol) and dicyclohexyl(2′,4′,6′-triisopropyl-[1,1′-biphenyl]-2-yl)phosphine (0.464 g, 0.976 mmol) followed by cesium carbonate (3.18 g, 9.76 mmol) and the reaction mixture was heated at r... Starting materials: C1CCOC1, CN1CCOCC1, O=C(O)CN(CCNS(=O)(=O)c1ccccc1[N+](=O)[O-])C(=O)Cn1ccc(NC(=O)OC(c2ccccc2)c2ccccc2)nc1=O, CC(C)COC(=O)Cl. Yields the product O=C(Nc1ccn(CC(=O)N2CCN(S(=O)(=O)c3ccccc3[N+](=O)[O-])C(=O)C2)c(=O)n1)OC(c1ccccc1)c1ccccc1. Reaction SMILES: [CH2:63]1[O:64][CH2:65][CH2:66][CH2:67]1.[CH3:48][N:49]1[CH2:50][CH2:51][O:52][CH2:53][CH2:54]1.[CH:1]([c:2]1[cH:3][cH:4][cH:5][cH:6][cH:7]1)([c:8]1[cH:9][cH:10][cH:11][cH:12][cH:13]1)[O:14][C:15](=[O:16])[NH:17][c:18]1[n:19][c:20](=[O:47])[n:21]([CH2:24][C:25](=[O:26])[N:27]([CH2:28][C:29](=[O:30])[OH:31])[CH2:32][CH2:33][NH:34][S:35](=[O:36])(=[O:37])[c:38]2[c:39]([N+:44](=[O:45])[O-:46])[cH:40][cH:41][cH:42][cH:43]2)[cH:22][cH:23]1.[Cl:55][C:56]([O:57][CH2:58][CH:59]([CH3:60])[CH3:61])=[O:62]>>[CH:1]([c:2]1[cH:3][cH:4][cH:5][cH:6][cH:7]1)([c:8]1[cH:9][cH:10][cH:11][cH:12][cH:13]1)[O:14][C:15](=[O:16])[NH:17][c:18]1[n:19][c:20](=[O:47])[n:21]([CH2:24][C:25](=[O:26])[N:27]2[CH2:28][C:29](=[O:31])[N:34]([S:35](=[O:36])(=[O:37])[c:38]3[c:39]([N+:44](=[O:45])[O-:46])[cH:40][cH:41][cH:42][cH:43]3)[CH2:33][CH2:32]2)[cH:22][cH:23]1. Reaction SMILES: [C:1]([BH3-:2])#[N:3].[CH3:30][C:31](=[O:32])[OH:33].[CH3:4][C:5]1([N:11]2[CH2:12][CH2:13][C:14](=[O:17])[CH2:15][CH2:16]2)[CH2:6][CH2:7][O:8][CH2:9][CH2:10]1.[Cl:34][CH2:35][Cl:36].[NH2:18][c:19]1[c:20]([OH:29])[cH:21][cH:22][c:23]([C:25]([F:26])([F:27])[F:28])[cH:24]1>>[CH3:4][C:5]1([N:11]2[CH2:12][CH2:13][CH:14]([NH:18][c:19]3[c:20]([OH:29])[cH:21][cH:22][c:23]([C:25]([F:26])([F:27])[F:28])[cH:24]3)[CH2:15][CH2:16]2)[CH2:6][CH2:7][O:8][CH2:9][CH2:10]1. The product is CC1(N2CCC(Nc3cc(C(F)(F)F)ccc3O)CC2)CCOCC1. Starting materials: [BH3-]C#N, CC(=O)O, CC1(N2CCC(=O)CC2)CCOCC1, ClCCl, Nc1cc(C(F)(F)F)ccc1O. Reactants: C(C)[Mg]Br (ethyl magnesium bromide), IC=1N=CN(C1)C(C1=CC=CC=C1)(C1=CC=CC=C1)C1=CC=CC=C1 (4-iodo-1-tritylimidazole), CON(C(=O)C1=CC=CC=2C1=NSN2)C (benzo[1,2,5]thiadiazole-4-carboxylic acid methoxy-methyl-amide). Solvent: ClCCl (dichloromethane), ClCCl (dichloromethane). Yields the product N1=C2C(=NS1)C(=CC=C2)C(=O)C=2N=CN(C2)C(C2=CC=CC=C2)(C2=CC=CC=C2)C2=CC=CC=C2 (benzo[1,2,5]thiadiazol-4-yl-(1-trityl-1H-imidazol-4-yl)-methanone). Reaction SMILES: I[C:2]1[N:3]=[CH:4][N:5]([C:7]([C:20]2[CH:25]=[CH:24][CH:23]=[CH:22][CH:21]=2)([C:14]2[CH:19]=[CH:18][CH:17]=[CH:16][CH:15]=2)[C:8]2[CH:13]=[CH:12][CH:11]=[CH:10][CH:9]=2)[CH:6]=1.C([Mg]Br)C.CON(C)[C:33]([C:35]1[C:40]2=[N:41][S:42][N:43]=[C:39]2[CH:38]=[CH:37][CH:36]=1)=[O:34]>ClCCl>[N:43]1[S:42][N:41]=[C:40]2[C:35]([C:33]([C:2]3[N:3]=[CH:4][N:5]([C:7]([C:8]4[CH:9]=[CH:10][CH:11]=[CH:12][CH:13]=4)([C:20]4[CH:25]=[CH:24][CH:23]=[CH:22][CH:21]=4)[C:14]4[CH:19]=[CH:18][CH:17]=[CH:16][CH:15]=4)[CH:6]=3)=[O:34])=[CH:36][CH:37]=[CH:38][C:39]=12. Procedure: A mixture of 4-iodo-1-tritylimidazole (commercially available from Synchem) (6.3 g, 14.4 mmol) in dichloromethane (100 mL) at rt was treated with ethyl magnesium bromide (4.8 mL, 14.4 mmol, 3M in THF) and allowed to react for 1 h. A solution of benzo[1,2,5]thiadiazole-4-carboxylic acid methoxy-methyl-amide (Intermediate L2) (2.0 g, 9.0 mmol) in dichloromethane (50 mL) was added via syringe at rt and stirred for 40 m. The residue was isolated in a typical aqueous workup and purified by chromatogr... Reactants: CC=1C=C(C=CC1)S(=O)[O-].[Na+] (Sodium 3-methyl-benzenesulfinate), BrC1=C(C=2C3=C(N(C2C=C1)C)CC1CCC3N1)C(=O)OC(C)(C)C (tert-butyl 2-bromo-5-methyl-5,6,7,8,9,10-hexahydro-7,10-epiminocyclohepta[b]indole-carboxylate). The product is CC=1C=C(C=CC1)S(=O)(=O)C1=C(C=2C3=C(N(C2C=C1)C)CC1CCC3N1)C(=O)OC(C)(C)C (tert-butyl 2-(3-methylphenyl)sulfonyl-5-methyl-5,6,7,8,9,10-hexahydro-7,10-epiminocyclohepta[b]indole-carboxylate). Yield: 50.0%. As a reaction SMILES: [CH3:1][C:2]1[CH:3]=[C:4]([S:8]([O-:10])=[O:9])[CH:5]=[CH:6][CH:7]=1.[Na+].Br[C:13]1[CH:21]=[CH:20][C:19]2[N:18]([CH3:22])[C:17]3[CH2:23][CH:24]4[NH:28][CH:27]([C:16]=3[C:15]=2[C:14]=1[C:29]([O:31][C:32]([CH3:35])([CH3:34])[CH3:33])=[O:30])[CH2:26][CH2:25]4>>[CH3:1][C:2]1[CH:3]=[C:4]([S:8]([C:13]2[CH:21]=[CH:20][C:19]3[N:18]([CH3:22])[C:17]4[CH2:23][CH:24]5[NH:28][CH:27]([C:16]=4[C:15]=3[C:14]=2[C:29]([O:31][C:32]([CH3:35])([CH3:34])[CH3:33])=[O:30])[CH2:26][CH2:25]5)(=[O:10])=[O:9])[CH:5]=[CH:6][CH:7]=1 |f:0.1|. Reported procedure: Intermediate 10 was coupled with the product of Example 27, step B following the procedure of Example 27, step C. The crude product was purified by flash column chromatography (SiO2, 8:2 hexanes/ethyl acetate) to give tert-butyl 2-(3-methylphenyl)sulfonyl-5-methyl-5,6,7,8,9,10-hexahydro-7,10-epiminocyclohepta[b]indole-carboxylate (130 mg, 50%) as light yellow solid: 1H NMR (CDCl3, 300 MHz) δ 8.19 (s, 1H), 7.72-7.78 (m, 2H), 7.67 (d, J=8.4 Hz, 1H), 7.27-7.35 (m, 3H), 5.26 (br s, 1H), 4.72 (br s, ...